This data is from the Open Reaction Database (ORD), a public repository of structured organic reaction records. The task is: describe an organic reaction: reactants, conditions, products, and yield Starting materials: [Li]C(C)(C)C, C1CCOC1, Cn1ccc2ccccc21, O=C1CCC(=O)N1Cl, O=S=O. The product is Cn1c(S(=O)(=O)Cl)cc2ccccc21. Reaction SMILES: [C:11]([Li:12])([CH3:13])([CH3:14])[CH3:15].[CH2:27]1[O:28][CH2:29][CH2:30][CH2:31]1.[CH3:1][n:2]1[cH:3][cH:4][c:5]2[cH:6][cH:7][cH:8][cH:9][c:10]12.[Cl:19][N:20]1[C:21](=[O:22])[CH2:23][CH2:24][C:25]1=[O:26].[O:16]=[S:17]=[O:18]>>[CH3:1][n:2]1[c:3]([S:17](=[O:16])(=[O:18])[Cl:19])[cH:4][c:5]2[cH:6][cH:7][cH:8][cH:9][c:10]12.